Dataset: the Open Reaction Database (ORD), a public repository of structured organic reaction records. Task: describe an organic reaction: reactants, conditions, products, and yield Starting materials: C(C)OC(OCC)OCC (triethylorthoformate), BrC1=C(N)C=CC(=C1)OC (2-Bromo-4-methoxyaniline), [N-]=[N+]=[N-].[Na+] (Sodium azide). Solvent: O (water), C(C)(=O)O (acetic acid). Reaction conditions: temperature 75 celsius, time 24 hour. Yields the product BrC=1C=C(C=CC1N1N=NN=C1)OC (3-Bromo-4-(tetrazol-1-yl)anisole). The yield is 98.0%. RXN SMILES: [Br:1][C:2]1[CH:8]=[C:7]([O:9][CH3:10])[CH:6]=[CH:5][C:3]=1[NH2:4].[CH2:11](OC(OCC)OCC)C.[N-:21]=[N+:22]=[N-:23].[Na+]>C(O)(=O)C.O>[Br:1][C:2]1[CH:8]=[C:7]([O:9][CH3:10])[CH:6]=[CH:5][C:3]=1[N:4]1[CH:11]=[N:23][N:22]=[N:21]1 |f:2.3|. Procedure: 2-Bromo-4-methoxyaniline (1.2 g, 6 mmol; Desc. 7a) was dissolved in glacial acetic acid (10 ml) and heated to 75° C. To this solution was added triethylorthoformate (2.5 ml, 15 mmol) and heated at 75° C. for 1 hour. Sodium azide (1.16 g, 18 mmol) was added portionwise and reaction heated at 75° C. for a further 3 hours and stirred at ambient temperature for 24 hours. The reaction was diluted with water (100 ml) and product extracted into ethyl acetate (3×70 ml). The combined organics were washed...